This data is from the Open Reaction Database (ORD), a public repository of structured organic reaction records. The task is: describe an organic reaction: reactants, conditions, products, and yield Yields the product CCc1ccccc1-c1cc(Br)ccc1OCc1ccc(C(=O)OC)cc1. RXN SMILES: [Br:17][CH2:18][c:19]1[cH:20][cH:21][c:22]([C:23](=[O:24])[O:25][CH3:26])[cH:27][cH:28]1.[Br:1][c:2]1[cH:3][c:4](-[c:9]2[c:10]([CH2:11][CH3:12])[cH:13][cH:14][cH:15][cH:16]2)[c:5]([OH:8])[cH:6][cH:7]1>>[Br:1][c:2]1[cH:3][c:4](-[c:9]2[c:10]([CH2:11][CH3:12])[cH:13][cH:14][cH:15][cH:16]2)[c:5]([O:8][CH2:18][c:19]2[cH:20][cH:21][c:22]([C:23](=[O:24])[O:25][CH3:26])[cH:27][cH:28]2)[cH:6][cH:7]1. Starting materials: COC(=O)c1ccc(CBr)cc1, CCc1ccccc1-c1cc(Br)ccc1O. Reactants: C(C)[Mg]Cl (EtMgCl), BrC1=CC=C(C=C1)CC(=O)N(C)OC (2-(4-bromophenyl)-N-methoxy-N-methylacetamide). Solvent: C1CCOC1 (THF). Run at time 30 minute. The product is BrC1=CC=C(C=C1)CC(CC)=O (1-(4-bromophenyl)butan-2-one). The yield is 63.4%. RXN SMILES: [CH2:1]([Mg]Cl)[CH3:2].[Br:5][C:6]1[CH:11]=[CH:10][C:9]([CH2:12][C:13](N(OC)C)=[O:14])=[CH:8][CH:7]=1>C1COCC1>[Br:5][C:6]1[CH:11]=[CH:10][C:9]([CH2:12][C:13](=[O:14])[CH2:1][CH3:2])=[CH:8][CH:7]=1. Procedure: To a round bottom flask contained EtMgCl (10 mL, 2M in THF, 20 mmol) at 0° C., was added a solution of 70A (516 mg, 2 mmol) in 10 mL THF. The solution was stirred at rt for 30 min, then was quenched with sat. NH4Cl and extracted with EtOAc (3×20 mL). The organic layer washed with brine, dried (Na2SO4) and concentrated. Purification via flash chromatography (0-30% EtOAc/hexanes) afforded 70B (288 mg, 65%). MS (ESI) m/z 227.1 (M+H)+. The reactants are [O-][Mn](=O)(=O)=O.[K+] (KMnO4), O.[O-2].[O-2].[O-2].O=[Si]=O.O=[Si]=O.O=[Si]=O.O=[Si]=O.[Al+3].[Al+3] (montmorillonite K10), C(C)(C)C1=C(C2=C(OC3=C2C=CC=C3)C(=C1)C(C)C)N1C(=NCC1)C1=CC=CC=C1 (1-(2,4-diisopropyldibenzo[b,d]furan-1-yl)-2-phenyl-4,5-dihydro-1H-imidazole). Procedure details: 1-(2,4-diisopropyldibenzo[b,d]furan-1-yl)-2-phenyl-4,5-dihydro-1H-imidazole (4.7 g, 12 mmol) was dissolved in 100 mL acetonitrile. To the stirred solution fine mixture of KMnO4 (3.8 g, 24 mmol) and 4 g montmorillonite K10 clay was added in small portions and the reaction mixture was stirred for 2 h. At the end, reaction was quenched with MeOH and filtered thru a Celite pad. Crude product was purified by flash chromatography over silica gel with 80% DCM/Hexane to 80% DCM/ethylacetate. 3 g light y... Conditions: time 2 hour. The product is C(C)(C)C1=C(C2=C(OC3=C2C=CC=C3)C(=C1)C(C)C)N1C(=NC=C1)C1=CC=CC=C1 (1-(2,4-diisopropyldibenzo[b,d]furan-1-yl)-2-phenyl-1H-imidazole). Isolated yield 27.5%. RXN SMILES: [CH:1]([C:4]1[CH:16]=[C:15]([CH:17]([CH3:19])[CH3:18])[C:7]2[O:8][C:9]3[CH:14]=[CH:13][CH:12]=[CH:11][C:10]=3[C:6]=2[C:5]=1[N:20]1[CH2:24][CH2:23][N:22]=[C:21]1[C:25]1[CH:30]=[CH:29][CH:28]=[CH:27][CH:26]=1)([CH3:3])[CH3:2].[O-][Mn](=O)(=O)=O.[K+].O.[O-2].[O-2].[O-2].O=[Si]=O.O=[Si]=O.O=[Si]=O.O=[Si]=O.[Al+3].[Al+3]>C(#N)C>[CH:1]([C:4]1[CH:16]=[C:15]([CH:17]([CH3:19])[CH3:18])[C:7]2[O:8][C:9]3[CH:14]=[CH:13][CH:12]=[CH:11][C:10]=3[C:6]=2[C:5]=1[N:20]1[CH:24]=[CH:23][N:22]=[C:21]1[C:25]1[CH:30]=[CH:29][CH:28]=[CH:27][CH:26]=1)([CH3:2])[CH3:3] |f:1.2,3.4.5.6.7.8.9.10.11.12|. Run in C(C)#N (acetonitrile). The reactants are O=C(O)Cc1csc(NC(=O)c2ccc(Cl)cc2)n1, Nc1ccc(-n2ccccc2=O)cc1F. Product: O=C(Cc1csc(NC(=O)c2ccc(Cl)cc2)n1)Nc1ccc(-n2ccccc2=O)cc1F. As a reaction SMILES: [Cl:1][c:2]1[cH:3][cH:4][c:5]([C:6](=[O:7])[NH:8][c:9]2[s:10][cH:11][c:12]([CH2:14][C:15](=[O:16])[OH:17])[n:13]2)[cH:18][cH:19]1.[NH2:20][c:21]1[c:22]([F:34])[cH:23][c:24](-[n:27]2[c:28](=[O:33])[cH:29][cH:30][cH:31][cH:32]2)[cH:25][cH:26]1>>[Cl:1][c:2]1[cH:3][cH:4][c:5]([C:6](=[O:7])[NH:8][c:9]2[s:10][cH:11][c:12]([CH2:14][C:15](=[O:17])[NH:20][c:21]3[c:22]([F:34])[cH:23][c:24](-[n:27]4[c:28](=[O:33])[cH:29][cH:30][cH:31][cH:32]4)[cH:25][cH:26]3)[n:13]2)[cH:18][cH:19]1.